This data is from the Open Reaction Database (ORD), a public repository of structured organic reaction records. The task is: describe an organic reaction: reactants, conditions, products, and yield The reactants are COC(=O)C(CC1CCCCC1)N1CC(Oc2cccc(OC)c2)=CC1=O, [Li+], C1CCOC1, [OH-], O. Yields the product COc1cccc(OC2=CC(=O)N(C(CC3CCCCC3)C(=O)O)C2)c1. Reaction SMILES: [CH3:1][O:2][C:3]([CH:4]([CH2:5][CH:6]1[CH2:7][CH2:8][CH2:9][CH2:10][CH2:11]1)[N:12]1[C:13](=[O:26])[CH:14]=[C:15]([O:17][c:18]2[cH:19][c:20]([O:24][CH3:25])[cH:21][cH:22][cH:23]2)[CH2:16]1)=[O:27].[Li+:28].[O:31]1[CH2:32][CH2:33][CH2:34][CH2:35]1.[OH-:29].[OH2:30]>>[O:2]=[C:3]([CH:4]([CH2:5][CH:6]1[CH2:7][CH2:8][CH2:9][CH2:10][CH2:11]1)[N:12]1[C:13](=[O:26])[CH:14]=[C:15]([O:17][c:18]2[cH:19][c:20]([O:24][CH3:25])[cH:21][cH:22][cH:23]2)[CH2:16]1)[OH:27]. The reactants are FC1=CC(=C(C=C1)[N+](=O)[O-])OCCOC1=C(C=CC=C1)[N+](=O)[O-] (4-fluoro-1-nitro-2-(2-(2-nitro-phenoxy)-ethoxy)-benzene), C(C)(=O)O (acetic acid). Reagents/catalysts: [Pd] (palladium on charcoal). Solvent: O1CCOCC1 (dioxane). The product is NC1=C(OCCOC2=C(C=CC(=C2)F)N)C=CC=C1 (2-(2-(2-Amino-phenoxy)-ethoxy)-4-fluoro-phenylamine). Reaction SMILES: [F:1][C:2]1[CH:7]=[CH:6][C:5]([N+:8]([O-])=O)=[C:4]([O:11][CH2:12][CH2:13][O:14][C:15]2[CH:20]=[CH:19][CH:18]=[CH:17][C:16]=2[N+:21]([O-])=O)[CH:3]=1.C(O)(=O)C>[Pd].O1CCOCC1>[NH2:21][C:16]1[CH:17]=[CH:18][CH:19]=[CH:20][C:15]=1[O:14][CH2:13][CH2:12][O:11][C:4]1[CH:3]=[C:2]([F:1])[CH:7]=[CH:6][C:5]=1[NH2:8]. Reported procedure: 9.48 g 4-fluoro-1-nitro-2-(2-(2-nitro-phenoxy)-ethoxy)-benzene and 1.5 g palladium on charcoal were suspended in 500 ml dioxane and 60 ml glacial acetic acid and hydrogenated at room temperature. After flashing three times with nitrogen the catalyst was filtered off under a nitrogen atmosphere and the remaining solution was evaporated and the product was dried under vacuum. Yield: 7.52 g. As a reaction SMILES: [CH3:1][C@@H:2]1[N:7]([C:8]([O:10][CH2:11][C:12]2[CH:17]=[CH:16][CH:15]=[CH:14][CH:13]=2)=[O:9])[CH2:6][CH2:5][N:4]([CH2:18][C:19]2[CH:24]=[CH:23][C:22]([CH:25](C(OCC)=O)[C:26]([O:28]CC)=[O:27])=[CH:21][CH:20]=2)[CH2:3]1.[OH-].[Na+]>O1CCOCC1>[CH3:1][C@@H:2]1[N:7]([C:8]([O:10][CH2:11][C:12]2[CH:13]=[CH:14][CH:15]=[CH:16][CH:17]=2)=[O:9])[CH2:6][CH2:5][N:4]([CH2:18][C:19]2[CH:20]=[CH:21][C:22]([CH2:25][C:26]([OH:28])=[O:27])=[CH:23][CH:24]=2)[CH2:3]1 |f:1.2|. Reaction conditions: time 2 hour. Yield: 83.6%. Yields the product C[C@H]1CN(CCN1C(=O)OCC1=CC=CC=C1)CC1=CC=C(C=C1)CC(=O)O ({4-[((3S)-3-Methyl-4-{[(phenylmethyl)oxy]carbonyl}-1-piperazinyl)methyl]phenyl}acetic Acid). The solvent is O1CCOCC1 (1,4-dioxane). Procedure: A mixture of D7 (761 mg, 1.58 mmol), 2M NaOH solution (6 ml) and 1,4-dioxane (6 ml) was stirred at room temperature for 2 h. The solvents were removed and the residue dissolved in water and the pH adjusted to 4 with 2M HCl. The product was extracted with EtOAc and the combined extracts were dried and concentrated. The product was refluxed in toluene (˜20 ml) for 2 h and the solvent was evaporated to give the title compound as a yellow foam (505 mg). MS (ES): MH+ 383, (M−H)− 381. Reactants: C[C@H]1CN(CCN1C(=O)OCC1=CC=CC=C1)CC1=CC=C(C=C1)C(C(=O)OCC)C(=O)OCC (Diethyl {4-[((3S)-3-methyl-4-{[(phenylmethyl)oxy]carbonyl}-1-piperazinyl)methyl]phenyl}propanedioate), [OH-].[Na+] (NaOH). Reactants: NN (hydrazine), C#CCCCC (1-Hexyne), [Li]CCCC (n-BuLi), C(F)(F)(F)C(=O)OCC (CF3CO2Et), B(F)(F)F.O(CC)CC (BF3 OEt2). The solvent is C1CCOC1 (THF). Conditions: temperature -78 celsius, time 30 minute. Yields the product C(CCC)C1=CC(=NN1)C(F)(F)F (5-Butyl-3-trifluoromethyl-1H-pyrazole). Reaction SMILES: [CH:1]#[C:2][CH2:3][CH2:4][CH2:5][CH3:6].[Li]CCCC.[C:12]([C:16](OCC)=O)([F:15])([F:14])[F:13].B(F)(F)F.O(CC)CC.[NH2:30][NH2:31]>C1COCC1>[CH2:4]([C:5]1[NH:31][N:30]=[C:16]([C:12]([F:13])([F:14])[F:15])[CH:6]=1)[CH2:3][CH2:2][CH3:1] |f:3.4|. Reported procedure: To a solution of 1-Hexyne (3.37 mL, 29.4 mmol) in THF (30 mL) was added n-BuLi (2.78 M, 10.2 mL, 29.4 mmol). The solution was stirred at −78° C. for 30 minutes then CF3CO2Et (3.5 mL, 29.35 mL) and BF3—OEt2 were added successively. The reaction was further stirred at −78° C. for 2 h and was quenched with satd. NH4Cl. It was then warmed up to the room temperature. The THF was removed, the residue taken into ether, washed with saturated brine solution, dried over Na2SO4 and reduced. The crude produ... Starting materials: C([O-])([O-])=O.[K+].[K+] (potassium carbonate), ClC=1C(C(=C(C(C1Cl)=O)C#N)C#N)=O (2,3-dichloro-5,6-dicyano-p-benzoquinone), C(C1=CC=CC=C1)N1C(=O)C2CCC=3NC4=CC=CC=C4C3C2C1=O (N-benzyl-1,2,3,4-tetrahydrocarbazole-3,4-dicarboximide). The solvent is C(Cl)Cl (methylene chloride), C(Cl)Cl (methylene chloride). Conditions: time 10 minute. Yields the product C(C1=CC=CC=C1)N1C(=O)C=2C=CC=3NC4=CC=CC=C4C3C2C1=O (N-benzylcarbazole-3,4-dicarboximide). Yield: 81.0%. Reaction SMILES: [CH2:1]([N:8]1[C:24](=[O:25])[CH:23]2[CH:11]([CH2:12][CH2:13][C:14]3[NH:15][C:16]4[C:21]([C:22]=32)=[CH:20][CH:19]=[CH:18][CH:17]=4)[C:9]1=[O:10])[C:2]1[CH:7]=[CH:6][CH:5]=[CH:4][CH:3]=1.ClC1C(=O)C(C#N)=C(C#N)C(=O)C=1Cl.C(=O)([O-])[O-].[K+].[K+]>C(Cl)Cl>[CH2:1]([N:8]1[C:24](=[O:25])[C:23]2[C:22]3[C:21]4[C:16](=[CH:17][CH:18]=[CH:19][CH:20]=4)[NH:15][C:14]=3[CH:13]=[CH:12][C:11]=2[C:9]1=[O:10])[C:2]1[CH:7]=[CH:6][CH:5]=[CH:4][CH:3]=1 |f:2.3.4|. Procedure: 150 mg of N-benzyl-1,2,3,4-tetrahydrocarbazole-3,4-dicarboximide was dissolved in 5 ml of methylene chloride. To this solution was added 220 mg of 2,3-dichloro-5,6-dicyano-p-benzoquinone (abbreviated to hereinafter as DDQ). The mixture was stirred at room temperature for 10 minutes. Then, thereto were added 20 ml of methylene chloride and 10 ml of an aqueous 10% potassium carbonate solution. The organic layer was separated, washed with an aqueous saturated sodium chloride solution, and dried ove... The reactants are C[N+]1([O-])CCOCC1, CC#N, CCC[N+](CCC)(CCC)CCC, [Na+], [Na+], O=[Ru](=O)(=O)[O-], O, O=S([O-])S(=O)[O-], O=S(O)O, Cc1cc(C)cc(-c2cc(C(=O)NCCCCCCCCc3ccccc3)cc(-c3cc(C)cc(C)c3)c2OCCO)c1. Product: Cc1cc(C)cc(-c2cc(C(=O)NCCCCCCCCc3ccccc3)cc(-c3cc(C)cc(C)c3)c2OCC(=O)O)c1. RXN SMILES: [CH3:44][N+:45]1([O-:46])[CH2:47][CH2:49][O:48][CH2:50][CH2:51]1.[CH3:65][C:66]#[N:67].[CH3:68][CH2:69][CH2:70][N+:71]([CH2:72][CH2:73][CH3:74])([CH2:75][CH2:76][CH3:77])[CH2:78][CH2:79][CH3:80].[Na+:59].[Na+:64].[O:81]=[Ru:82](=[O:83])([O-:84])=[O:85].[OH2:52].[S:53]([S:54]([O-:55])=[O:56])([O-:57])=[O:58].[S:60](=[O:61])([OH:62])[OH:63].[c:1]1([CH2:7][CH2:8][CH2:9][CH2:10][CH2:11][CH2:12][CH2:13][CH2:14][NH:15][C:16]([c:17]2[cH:18][c:19](-[c:35]3[cH:36][c:37]([CH3:42])[cH:38][c:39]([CH3:41])[cH:40]3)[c:20]([O:31][CH2:32][CH2:33][OH:34])[c:21](-[c:23]3[cH:24][c:25]([CH3:30])[cH:26][c:27]([CH3:29])[cH:28]3)[cH:22]2)=[O:43])[cH:2][cH:3][cH:4][cH:5][cH:6]1>>[c:1]1([CH2:7][CH2:8][CH2:9][CH2:10][CH2:11][CH2:12][CH2:13][CH2:14][NH:15][C:16]([c:17]2[cH:18][c:19](-[c:35]3[cH:36][c:37]([CH3:42])[cH:38][c:39]([CH3:41])[cH:40]3)[c:20]([O:31][CH2:32][C:33](=[O:34])[OH:48])[c:21](-[c:23]3[cH:24][c:25]([CH3:30])[cH:26][c:27]([CH3:29])[cH:28]3)[cH:22]2)=[O:43])[cH:2][cH:3][cH:4][cH:5][cH:6]1. Starting materials: C1(=CC=CC=C1)P(C1=CC=CC=C1)C1=CC=CC=C1 (triphenylphosphine), OC1=CC=C(C(=O)OC)C=C1 (methyl 4-hydroxybenzoate), OCCCN1CCCC1 (1-(3-hydroxypropyl)pyrrolidine), N(=NC(=O)OCC)C(=O)OCC (diethyl azodicarboxylate). The solvent is C(Cl)Cl (CH2Cl2). Reaction conditions: time 16 hour. Yields the product N1(CCCC1)CCCOC1=CC=C(C(=O)OC)C=C1 (Methyl 4-[3-(1-Pyrrolidinyl)propoxy]benzoate). The yield is 106.7%. As a reaction SMILES: C1(P(C2C=CC=CC=2)C2C=CC=CC=2)C=CC=CC=1.[OH:20][C:21]1[CH:30]=[CH:29][C:24]([C:25]([O:27][CH3:28])=[O:26])=[CH:23][CH:22]=1.O[CH2:32][CH2:33][CH2:34][N:35]1[CH2:39][CH2:38][CH2:37][CH2:36]1.N(C(OCC)=O)=NC(OCC)=O>C(Cl)Cl>[N:35]1([CH2:34][CH2:33][CH2:32][O:20][C:21]2[CH:22]=[CH:23][C:24]([C:25]([O:27][CH3:28])=[O:26])=[CH:29][CH:30]=2)[CH2:39][CH2:38][CH2:37][CH2:36]1. Procedure details: A solution of 6.25 g (23.8 mmol) of triphenylphosphine, 3.30 g (21.7 mmol) of methyl 4-hydroxybenzoate, and 2.80 g (21.7 mmol) of 1-(3-hydroxypropyl)pyrrolidine in 100 mL of CH2Cl2 was treated with 3.80 mL (24.1 mmol) of diethyl azodicarboxylate in a dropwise manner. The reaction was stirred at ambient temperature for 16 h and was quenched by the addition of 20 mL of brine. The two layers were separated, and the organic layer was dried over K2CO3 and concentrated to give 6.10 g of an oily solid ... Procedure details: The silylated 7-ACA slurry was added to the TMSI/NMP slurry and the mixture was agitated for 30 minutes at 15°-20° C. Next, iodotrimethylsilane (TMSI, 4.2 ml, 29.5 mmol) was added and the reaction mixture was warmed to about 37° C. for 40 hours under a slight stream of nitrogen. The thick product slurry was then cooled to about 5° C. and 2-propanol (10 ml) was added dropwise keeping the temperature at or below 10° C. After agitating the mixture for 15 minutes with continued cooling, a solution o... Yield: 59.2%. Reactants: I (hydriodic acid), CC(=O)OCC1=C(N2[C@@H]([C@@H](C2=O)N)SC1)C(=O)O (7-ACA), [Si](C)(C)(C)I.CN1CCCC1=O (TMSI NMP), I[Si](C)(C)C (iodotrimethylsilane). Run in CC(C)O (2-propanol). Yields the product I.N[C@H]1[C@@H]2N(C(=C(CS2)C[N+]2(CCCC2)C)C(=O)[O-])C1=O ((6R, 7R)-7-amino-3-[(1-methyl-1-pyrrolidinio)methyl]ceph-3-em-4-carboxylate monohydriodide). Reaction SMILES: CC(O[CH2:5][C:6]1[CH2:15][S:14][C@@H:9]2[C@H:10]([NH2:13])[C:11](=[O:12])[N:8]2[C:7]=1[C:16]([OH:18])=[O:17])=O.[Si]([I:23])(C)(C)C.[CH3:24][N:25]1[C:29](=O)[CH2:28][CH2:27][CH2:26]1.I[Si](C)(C)C.I>CC(O)C>[IH:23].[NH2:13][C@@H:10]1[C:11](=[O:12])[N:8]2[C:7]([C:16]([O-:18])=[O:17])=[C:6]([CH2:5][N+:25]3([CH3:24])[CH2:29][CH2:28][CH2:27][CH2:26]3)[CH2:15][S:14][C@H:9]12 |f:1.2,6.7|. Reaction conditions: temperature 37 celsius, time 30 minute. Starting materials: C(=O)NC=1SC=C(N1)C(C(=O)OCC)=O (Ethyl 2-(Formylaminothiazol-4-yl)-2-oxoacetate), ClN1C(CCC1=O)=O (N-Chlorosuccinimide), O (water). Solvent: CN(C)C=O (DMF). Reaction conditions: time 18 hour. Yields the product C(=O)NC=1SC(=C(N1)C(C(=O)OCC)=O)Cl (Ethyl 2-(2-Formylamino-5-chlorothiazol-4-yl)-2-oxoacetate). RXN SMILES: [CH:1]([NH:3][C:4]1[S:5][CH:6]=[C:7]([C:9](=[O:15])[C:10]([O:12][CH2:13][CH3:14])=[O:11])[N:8]=1)=[O:2].[Cl:16]N1C(=O)CCC1=O.O>CN(C=O)C>[CH:1]([NH:3][C:4]1[S:5][C:6]([Cl:16])=[C:7]([C:9](=[O:15])[C:10]([O:12][CH2:13][CH3:14])=[O:11])[N:8]=1)=[O:2]. Procedure details: Ethyl 2-(Formylaminothiazol-4-yl)-2-oxoacetate (9.1 g, 39.87 mmol) (obtained from Aldrich, Milwaukee, Wis.) was slurried in 50 mL of anhydrous DMF. N-Chlorosuccinimide (5.6 g, 41.86 mmol) was added as a solid and the suspension was stirred at room temperature. After 18 hours, the reaction mixture was poured into 500 mL of water. The resulting white precipitate was filtered, washed with water and air dried to afford the title intermediate as a white solid.